Dataset: the Open Reaction Database (ORD), a public repository of structured organic reaction records. Task: describe an organic reaction: reactants, conditions, products, and yield Starting materials: C(CCCCCCCC)(=O)Cl (nonanoyl chloride), C[Si](C)(C)C#C[Si](C)(C)C (bis(trimethylsilyl)acetylene), [Al+3].[Cl-].[Cl-].[Cl-] (AlCl3). Run in C(Cl)Cl (CH2Cl2). Conditions: time 0.5 hour. Product: C[Si](C#CC(CCCCCCCC)=O)(C)C (1-(trimethylsilyl)-1-undecyn-3-one). Reaction SMILES: [C:1](Cl)(=[O:10])[CH2:2][CH2:3][CH2:4][CH2:5][CH2:6][CH2:7][CH2:8][CH3:9].[CH3:12][Si:13]([C:16]#[C:17][Si](C)(C)C)([CH3:15])[CH3:14].[Al+3].[Cl-].[Cl-].[Cl-]>C(Cl)Cl>[CH3:12][Si:13]([CH3:15])([CH3:14])[C:16]#[C:17][C:1](=[O:10])[CH2:2][CH2:3][CH2:4][CH2:5][CH2:6][CH2:7][CH2:8][CH3:9] |f:2.3.4.5|. Reported procedure: To 500 ml of CH2Cl2 was added 53 ml (294 mmol) of nonanoyl chloride and 50 g (293.4 mmol) of bis(trimethylsilyl)acetylene. The reaction mixture was cooled in an ice bath and 40 g (300 mmol) of AlCl3 was added portionwise with stirring over 1/2 hour. After stirring for an additional hour, the reaction mixture was quenched with ice. Water was added to the reaction mixture and it was extracted 3x with 200 ml aliquots of diethyl ether. The combined extracts were washed 2x with 50 ml aliquots of satu... Reactants: C1(=CC=CC=C1)CCC=O (3-phenylpropionaldehyde), Cl (HCl), NC=1C=CC=C2CCCNC12 (8-amino-1,2,3,4-tetrahydroquinoline). Solvent: CO (methanol). Run at time 1 hour. Product: C1(=CC=CC=C1)CCC1=NC=2C=CC=C3CCCN1C23 (5,6-dihydro-2-(2-phenylethyl)-4H-imidazo[4,5,1-ij]quinoline). Reaction SMILES: [NH2:1][C:2]1[CH:3]=[CH:4][CH:5]=[C:6]2[C:11]=1[NH:10][CH2:9][CH2:8][CH2:7]2.[C:12]1([CH2:18][CH2:19][CH:20]=O)[CH:17]=[CH:16][CH:15]=[CH:14][CH:13]=1.Cl>CO>[C:12]1([CH2:18][CH2:19][C:20]2[N:10]3[C:11]4[C:6]([CH2:7][CH2:8][CH2:9]3)=[CH:5][CH:4]=[CH:3][C:2]=4[N:1]=2)[CH:17]=[CH:16][CH:15]=[CH:14][CH:13]=1. Procedure details: Thirty-five grams of 8-amino-1,2,3,4-tetrahydroquinoline was dissolved in methanol (700 mL) and, following the addition of 3-phenylpropionaldehyde (37.4 mL) and 1N HCl (7 mL) and subsequent stirring at room temperature for 1 hr, silica gel (75 g) was added to the reaction solution and the solvent was removed under reduced pressure. The residue was heated at 100° C. for 1 hr, purified by silica gel column chromatography (eluent: dichloromethane/ethyl acetate) and recrystallized with ethyl acetate... Starting materials: Cl.C(C1=CC=CC=C1)OC1=CC=C(C=C1)CC(C)NCC(C1=CC=CC=C1)C1=CC=CC=C1 (1-(4-benzyloxyphenyl)-2-(2,2-diphenylethylamino)-propane hydrochloride), [OH-].[Na+] (sodium hydroxide). Reagents/catalysts: [Pd] (palladium on carbon). Solvent: C(C)O (ethanol). Conditions: time 72 hour. Product: OC1=CC=C(C=C1)CC(C)NCC(C1=CC=CC=C1)C1=CC=CC=C1 (1-(4-hydroxyphenyl)-2-(2,2-diphenylethylamino)-propane). RXN SMILES: Cl.C([O:9][C:10]1[CH:15]=[CH:14][C:13]([CH2:16][CH:17]([NH:19][CH2:20][CH:21]([C:28]2[CH:33]=[CH:32][CH:31]=[CH:30][CH:29]=2)[C:22]2[CH:27]=[CH:26][CH:25]=[CH:24][CH:23]=2)[CH3:18])=[CH:12][CH:11]=1)C1C=CC=CC=1.[OH-].[Na+]>[Pd].C(O)C>[OH:9][C:10]1[CH:11]=[CH:12][C:13]([CH2:16][CH:17]([NH:19][CH2:20][CH:21]([C:28]2[CH:29]=[CH:30][CH:31]=[CH:32][CH:33]=2)[C:22]2[CH:23]=[CH:24][CH:25]=[CH:26][CH:27]=2)[CH3:18])=[CH:14][CH:15]=1 |f:0.1,2.3|. Procedure details: The starting material is prepared as follows: The mixture of 4.6 g of dl-1-(4-benzyloxyphenyl)-2-(2,2-diphenylethylamino)-propane hydrochloride, 0.4 g of sodium hydroxide, 50 ml of ethanol and 0.5 g of 10% palladium on carbon is shaken under hydrogen at 3 atmospheres for 72 hours. The mixture is filtered and the filtrate evaporated, to afford the 1-(4-hydroxyphenyl)-2-(2,2-diphenylethylamino)-propane, which is used without further purification. The reactants are CSC1=NC(=C(C=2N1C=NN2)C2=CC(=CC=C2)C(F)(F)F)C2=CC(=NC=C2)Cl (5-methylthio-7-(2-chloro-4-pyridyl)-8-(3-(trifluoromethyl)phenyl)-1,2,4-triazolo[4,3-c]pyrimidine), [OH-].[Na+] (NaOH), Cl (HCl). Solvent: O1CCOCC1 (1,4-dioxane). Product: OC1=NC(=C(C=2N1C=NN2)C2=CC(=CC=C2)C(F)(F)F)C2=CC(=NC=C2)Cl (5-hydroxy-7-(2-chloro-4-pyridyl)-8-(3-(trifluoromethyl)phenyl)-1,2,4-triazolo[4,3-c]pyrimidine). Reaction SMILES: CS[C:3]1[N:8]2[CH:9]=[N:10][N:11]=[C:7]2[C:6]([C:12]2[CH:17]=[CH:16][CH:15]=[C:14]([C:18]([F:21])([F:20])[F:19])[CH:13]=2)=[C:5]([C:22]2[CH:27]=[CH:26][N:25]=[C:24]([Cl:28])[CH:23]=2)[N:4]=1.[OH-:29].[Na+].Cl>O1CCOCC1>[OH:29][C:3]1[N:8]2[CH:9]=[N:10][N:11]=[C:7]2[C:6]([C:12]2[CH:17]=[CH:16][CH:15]=[C:14]([C:18]([F:21])([F:20])[F:19])[CH:13]=2)=[C:5]([C:22]2[CH:27]=[CH:26][N:25]=[C:24]([Cl:28])[CH:23]=2)[N:4]=1 |f:1.2|. Reported procedure: 1 g of crude 5-methylthio-7-(2-chloro-4-pyridyl)-8-(3-(trifluoromethyl)phenyl)-1,2,4-triazolo[4,3-c]pyrimidine and 15 ml of 2M NaOH in 15 ml 1,4-dioxane in a 150-ml r.b.flask with a stir bar was stirred at 80° C. The basic solution was cooled down to room temperature and neutralized to pH 7.5 with 10% HCl. A precipitate was formed, filtered off and washed with water (2×10 ml). The solid was dried under vacuum at 70° C. overnight to give a solid product; MS m/z (M+H)+ 392.1. Reactants: B, CCOC(=O)C(C)(C)Oc1cccc(CC(N)=O)c1, C1CCOC1, C1CCOC1. Product: CCOC(=O)C(C)(C)Oc1cccc(CCN)c1. Reaction SMILES: [BH3:25].[NH2:1][C:2](=[O:3])[CH2:4][c:5]1[cH:6][c:7]([O:8][C:9]([C:10](=[O:11])[O:12][CH2:13][CH3:14])([CH3:15])[CH3:16])[cH:17][cH:18][cH:19]1.[O:20]1[CH2:21][CH2:22][CH2:23][CH2:24]1.[O:26]1[CH2:27][CH2:28][CH2:29][CH2:30]1>>[NH2:1][CH2:2][CH2:4][c:5]1[cH:6][c:7]([O:8][C:9]([C:10](=[O:11])[O:12][CH2:13][CH3:14])([CH3:15])[CH3:16])[cH:17][cH:18][cH:19]1. Starting materials: COc1c(C(=O)NC2CCN(C(=O)COC(C)=O)CC2)n(C)c2c1c(=O)n(Cc1ccc(Cl)cc1)c1ccccc21, O=C([O-])[O-], O=C([O-])O, C1CCOC1, [K+], [K+], [Na+]. The product is COc1c(C(=O)NC2CCN(C(=O)CO)CC2)n(C)c2c1c(=O)n(Cc1ccc(Cl)cc1)c1ccccc21. RXN SMILES: [C:1](=[O:2])([CH3:3])[O:4][CH2:5][C:6](=[O:7])[N:8]1[CH2:9][CH2:10][CH:11]([NH:14][C:15](=[O:16])[c:17]2[c:18]([O:40][CH3:41])[c:19]3[c:20](=[O:39])[n:21]([CH2:31][c:32]4[cH:33][cH:34][c:35]([Cl:38])[cH:36][cH:37]4)[c:22]4[cH:23][cH:24][cH:25][cH:26][c:27]4[c:28]3[n:29]2[CH3:30])[CH2:12][CH2:13]1.[C:42](=[O:43])([O-:44])[O-:45].[C:53](=[O:54])([O-:55])[OH:56].[CH2:48]1[O:49][CH2:50][CH2:51][CH2:52]1.[K+:46].[K+:47].[Na+:57]>>[OH:4][CH2:5][C:6](=[O:7])[N:8]1[CH2:9][CH2:10][CH:11]([NH:14][C:15](=[O:16])[c:17]2[c:18]([O:40][CH3:41])[c:19]3[c:20](=[O:39])[n:21]([CH2:31][c:32]4[cH:33][cH:34][c:35]([Cl:38])[cH:36][cH:37]4)[c:22]4[cH:23][cH:24][cH:25][cH:26][c:27]4[c:28]3[n:29]2[CH3:30])[CH2:12][CH2:13]1. The reactants are CC(C)(C)NS(=O)(=O)C1=NC=CC=C1S(=O)CCC (N-(1,1-Dimethylethyl)-3-(propylsulfinyl)-2-pyridinesulfonamide), O (water), C(Cl)Cl (methylene chloride), ClC1=CC(=CC=C1)C(=O)OO (3-chloroperbenzoic acid). The solvent is FC(C(=O)O)(F)F (trifluoroacetic acid). Conditions: time 20 hour. The product is C(CC)S(=O)(=O)C=1C(=NC=CC1)S(=O)(=O)N (3-(Propylsulfonyl)-2-pyridinesulfonamide). Isolated yield 69.1%. RXN SMILES: CC([NH:5][S:6]([C:9]1[C:14]([S:15]([CH2:17][CH2:18][CH3:19])=[O:16])=[CH:13][CH:12]=[CH:11][N:10]=1)(=[O:8])=[O:7])(C)C.C(Cl)Cl.ClC1C=CC=C(C(OO)=[O:31])C=1.O>FC(F)(F)C(O)=O>[CH2:17]([S:15]([C:14]1[C:9]([S:6]([NH2:5])(=[O:7])=[O:8])=[N:10][CH:11]=[CH:12][CH:13]=1)(=[O:16])=[O:31])[CH2:18][CH3:19]. Reported procedure: To a stirred solution of 8.8 g (0.029 mol) of the product from Example 3 in. 400 mls methylene chloride cooled to -5e, under nitrogen, was added 6.6 g (0.038 mol) of 3-chloroperbenzoic acid and stirred at room temperature for 20 hours. The reaction mixture was poured into water and extracted with methylene chloride. The organic layers were combined and washed with saturated sodium bisulfite and brine, dried over magnesium sulfate, and evaporated to a solid mixture which was washed with hexanes t...